Dataset: the Open Reaction Database (ORD), a public repository of structured organic reaction records. Task: describe an organic reaction: reactants, conditions, products, and yield The reactants are CO, COC(=O)c1ccc(C(=O)NCc2cccc(O)c2)cc1Br, [Li+], C1CCOC1, [OH-], O, O. Product: O=C(NCc1cccc(O)c1)c1ccc(C(=O)O)c(Br)c1. RXN SMILES: [CH3:27][OH:28].[CH3:4][O:5][C:6]([c:7]1[c:8]([Br:24])[cH:9][c:10]([C:13](=[O:14])[NH:15][CH2:16][c:17]2[cH:18][c:19]([OH:23])[cH:20][cH:21][cH:22]2)[cH:11][cH:12]1)=[O:25].[Li+:3].[O:29]1[CH2:30][CH2:31][CH2:32][CH2:33]1.[OH-:2].[OH2:1].[OH2:26]>>[O:5]=[C:6]([c:7]1[c:8]([Br:24])[cH:9][c:10]([C:13](=[O:14])[NH:15][CH2:16][c:17]2[cH:18][c:19]([OH:23])[cH:20][cH:21][cH:22]2)[cH:11][cH:12]1)[OH:25]. Reactants: CCC(CC)n1c(=O)[nH]c2c(Oc3c(C)cc(C)cc3C)nc(C)cc21, C1CCOC1, C[Si](C)(C)[N-][Si](C)(C)C, [Li+]. Product: CCC(CC)n1c(=O)n(C)c2c(Oc3c(C)cc(C)cc3C)nc(C)cc21. Reaction SMILES: [CH2:1]([CH3:2])[CH:3]([CH2:4][CH3:5])[n:6]1[c:7](=[O:26])[nH:8][c:9]2[c:10]([O:16][c:17]3[c:18]([CH3:25])[cH:19][c:20]([CH3:24])[cH:21][c:22]3[CH3:23])[n:11][c:12]([CH3:15])[cH:13][c:14]12.[CH2:37]1[O:38][CH2:39][CH2:40][CH2:41]1.[CH3:27][Si:28]([N-:29][Si:30]([CH3:31])([CH3:32])[CH3:33])([CH3:34])[CH3:35].[Li+:36]>>[CH2:1]([CH3:2])[CH:3]([CH2:4][CH3:5])[n:6]1[c:7](=[O:26])[n:8]([CH3:27])[c:9]2[c:10]([O:16][c:17]3[c:18]([CH3:25])[cH:19][c:20]([CH3:24])[cH:21][c:22]3[CH3:23])[n:11][c:12]([CH3:15])[cH:13][c:14]12. Reactants: [Cl-].[Li+] (lithium chloride), ClC=1C=C(C(=O)N2CS(C3=C2C=CC=C3)(=O)=O)C=C(C1OC)SC (3-(3-chloro-4-methoxy-5-methylsulfanylbenzoyl)-1,1-dioxo-2,3-dihydro-1,3-benzothiazole), Cl (hydrochloric acid). Run in CN(C=O)C (N,N-dimethylformamide). Reaction conditions: temperature 120 celsius, time 20 hour. Yields the product ClC=1C=C(C(=O)N2CS(C3=C2C=CC=C3)(=O)=O)C=C(C1O)SC (3-(3-chloro-4-hydroxy-5-methylsulfanylbenzoyl)-1,1-dioxo-2,3-dihydro-1,3-benzothiazole). Yield: 86.4%. Reaction SMILES: [Cl:1][C:2]1[CH:3]=[C:4]([CH:18]=[C:19]([S:23][CH3:24])[C:20]=1[O:21]C)[C:5]([N:7]1[C:11]2[CH:12]=[CH:13][CH:14]=[CH:15][C:10]=2[S:9](=[O:17])(=[O:16])[CH2:8]1)=[O:6].[Cl-].[Li+].Cl>CN(C)C=O>[Cl:1][C:2]1[CH:3]=[C:4]([CH:18]=[C:19]([S:23][CH3:24])[C:20]=1[OH:21])[C:5]([N:7]1[C:11]2[CH:12]=[CH:13][CH:14]=[CH:15][C:10]=2[S:9](=[O:17])(=[O:16])[CH2:8]1)=[O:6] |f:1.2|. Procedure details: 3-(3-chloro-4-methoxy-5-methylsulfanylbenzoyl)-1,1-dioxo-2,3-dihydro-1,3-benzothiazole (203 mg) was dissolved in N,N-dimethylformamide (2 mL), and lithium chloride (258 mg) was added to the solution, and then the mixture was stirred at 120° C. for 20 hours. To the reaction solution, 1N hydrochloric acid was added, and then the mixture was extracted with ethyl acetate. The organic layer was washed with 1N hydrochloric acid and saturated brine, and then dried over anhydrous sodium sulfate. The sol... Starting materials: C1CCOC1, COC(=O)c1ccc2c(c1)C1(OCCCO1)C1=NCC(C)(C)CN12, [Na+], [OH-], O. Yields the product CC1(C)CN=C2N(C1)c1ccc(C(=O)O)cc1C21OCCCO1. Reaction SMILES: [CH2:28]1[O:29][CH2:30][CH2:31][CH2:32]1.[CH3:1][C:2]1([CH3:24])[CH2:3][N:4]=[C:5]2[N:6]([c:7]3[cH:8][cH:9][c:10]([C:19](=[O:20])[O:21][CH3:22])[cH:11][c:12]3[C:13]23[O:14][CH2:15][CH2:16][CH2:17][O:18]3)[CH2:23]1.[Na+:26].[OH-:25].[OH2:27]>>[CH3:1][C:2]1([CH3:24])[CH2:3][N:4]=[C:5]2[N:6]([c:7]3[cH:8][cH:9][c:10]([C:19](=[O:20])[OH:21])[cH:11][c:12]3[C:13]23[O:14][CH2:15][CH2:16][CH2:17][O:18]3)[CH2:23]1. The reactants are CCCCCCCCCCCCCCOc1ccc(CC(=O)Cl)cc1, Nc1cccc(CO)c1, C1CCOC1, c1ccncc1. The product is CCCCCCCCCCCCCCOc1ccc(CC(=O)Nc2cccc(CO)c2)cc1. As a reaction SMILES: [CH2:16]([CH2:17][CH2:18][CH2:19][CH2:20][CH2:21][CH2:22][CH2:23][CH2:24][CH2:25][CH2:26][CH2:27][CH2:28][CH3:29])[O:30][c:31]1[cH:32][cH:33][c:34]([CH2:37][C:38](=[O:39])[Cl:40])[cH:35][cH:36]1.[NH2:1][c:2]1[cH:3][c:4]([CH2:5][OH:6])[cH:7][cH:8][cH:9]1.[O:41]1[CH2:42][CH2:43][CH2:44][CH2:45]1.[cH:10]1[cH:11][cH:12][n:13][cH:14][cH:15]1>>[NH:1]([c:2]1[cH:3][c:4]([CH2:5][OH:6])[cH:7][cH:8][cH:9]1)[C:38]([CH2:37][c:34]1[cH:33][cH:32][c:31]([O:30][CH2:16][CH2:17][CH2:18][CH2:19][CH2:20][CH2:21][CH2:22][CH2:23][CH2:24][CH2:25][CH2:26][CH2:27][CH2:28][CH3:29])[cH:36][cH:35]1)=[O:39].